From a dataset of the Open Reaction Database (ORD), a public repository of structured organic reaction records. describe an organic reaction: reactants, conditions, products, and yield Yield: 39.0%. Product: C1(=CC=CC=C1)N(C(=O)C1=CC2=C(N(C(=N2)CNC2=CC=C(C=C2)C(NO)=N)C)C=C1)CCC(=O)OCC (1-Methyl-2-[N-[4-(N-hydroxylamidino)phenyl]aminomethyl]benzimidazol-5-yl-carboxylic acid-N-phenyl-N-(2-ethoxycarbonylethyl)amide). Reaction conditions: time 5 hour. RXN SMILES: [C:1]1([N:7]([CH2:30][CH2:31][C:32]([O:34][CH2:35][CH3:36])=[O:33])[C:8]([C:10]2[CH:29]=[CH:28][C:13]3[N:14]([CH3:27])[C:15]([CH2:17][NH:18][C:19]4[CH:24]=[CH:23][C:22]([C:25]#[N:26])=[CH:21][CH:20]=4)=[N:16][C:12]=3[CH:11]=2)=[O:9])[CH:6]=[CH:5][CH:4]=[CH:3][CH:2]=1.Cl.[NH2:38][OH:39].C(=O)([O-])[O-].[Na+].[Na+]>C(O)C>[C:1]1([N:7]([CH2:30][CH2:31][C:32]([O:34][CH2:35][CH3:36])=[O:33])[C:8]([C:10]2[CH:29]=[CH:28][C:13]3[N:14]([CH3:27])[C:15]([CH2:17][NH:18][C:19]4[CH:24]=[CH:23][C:22]([C:25](=[NH:26])[NH:38][OH:39])=[CH:21][CH:20]=4)=[N:16][C:12]=3[CH:11]=2)=[O:9])[CH:2]=[CH:3][CH:4]=[CH:5][CH:6]=1 |f:1.2,3.4.5|. Run in C(C)O (ethanol). Procedure: 1.44 g (3.0 mmol) of 1-methyl-2-[N-(4-cyanophenyl)aminomethyl]benzimidazol-5-yl-carboxylic acid-N-phenyl-N-(2-ethoxycarbonylethyl)amide, 0.625 g (9.0 mmol) of hydroxylamine hydrochloride and 0.425 g (4.0 mmol) of sodium carbonate were dissolved in 80 mL of ethanol and refluxed for 7 hours. Then a further 210 mg of hydroxylamine hydrochloride and 170 mg of sodium carbonate were added, the mixture was boiled for a further 5 hours and then evaporated down in vacuo. The residue was dissolved in abou... Reactants: C1(=CC=CC=C1)N(C(=O)C1=CC2=C(N(C(=N2)CNC2=CC=C(C=C2)C#N)C)C=C1)CCC(=O)OCC (1-methyl-2-[N-(4-cyanophenyl)aminomethyl]benzimidazol-5-yl-carboxylic acid-N-phenyl-N-(2-ethoxycarbonylethyl)amide), Cl.NO (hydroxylamine hydrochloride), C([O-])([O-])=O.[Na+].[Na+] (sodium carbonate), Cl.NO (hydroxylamine hydrochloride), C([O-])([O-])=O.[Na+].[Na+] (sodium carbonate). The reactants are resultant mixture, C1NCC2=CC(=CC=C12)C=1C=C2C(=CNC2=C(C1)C(=O)N)C1CCN(CC1)S(=O)(=O)CC (5-(2,3-dihydro-1H-isoindol-5-yl)-3-[1-(ethylsulfonyl)-4-piperidinyl]-1H-indole-7-carboxamide), C(C)=O (acetaldehyde), C(#N)[BH3-].[Na+] (sodium cyanoborohydride). Reagents/catalysts: [Cl-].[Zn+2].[Cl-] (zinc chloride). Run in CO (MeOH). The product is C(C)N1CC2=CC=C(C=C2C1)C=1C=C2C(=CNC2=C(C1)C(=O)N)C1CCN(CC1)S(=O)(=O)CC (5-(2-ethyl-2,3-dihydro-1H-isoindol-5-yl)-3-[1-(ethylsulfonyl)-4-piperidinyl]-1H-indole-7-carboxamide). The yield is 38.8%. RXN SMILES: [CH2:1]1[C:9]2[C:4](=[CH:5][C:6]([C:10]3[CH:11]=[C:12]4[C:16](=[C:17]([C:19]([NH2:21])=[O:20])[CH:18]=3)[NH:15][CH:14]=[C:13]4[CH:22]3[CH2:27][CH2:26][N:25]([S:28]([CH2:31][CH3:32])(=[O:30])=[O:29])[CH2:24][CH2:23]3)=[CH:7][CH:8]=2)[CH2:3][NH:2]1.[CH:33](=O)[CH3:34].C([BH3-])#N.[Na+]>CO.[Cl-].[Zn+2].[Cl-]>[CH2:33]([N:2]1[CH2:3][C:4]2[C:9](=[CH:8][CH:7]=[C:6]([C:10]3[CH:11]=[C:12]4[C:16](=[C:17]([C:19]([NH2:21])=[O:20])[CH:18]=3)[NH:15][CH:14]=[C:13]4[CH:22]3[CH2:27][CH2:26][N:25]([S:28]([CH2:31][CH3:32])(=[O:29])=[O:30])[CH2:24][CH2:23]3)[CH:5]=2)[CH2:1]1)[CH3:34] |f:2.3,5.6.7|. Reported procedure: To a solution of 5-(2,3-dihydro-1H-isoindol-5-yl)-3-[1-(ethylsulfonyl)-4-piperidinyl]-1H-indole-7-carboxamide (20 mg, 0.044 mmol) in MeOH (1 mL), was added acetaldehyde (6 mg, 0.133 mmol), sodium cyanoborohydride (6 mg, 0.088 mmol) and zinc chloride (6 mg, 0.044 mmol). The resultant mixture was heated in a microwave for 30 min at 100° C. Mixture was then concentrated, filtered and purified by Gilson Preparatory HPLC to give 8.2 mg of the title compound. Starting materials: C(C)(=O)O (acetic acid), C(CCC)C1=C(C(NC(=N1)C)=O)CC1=CC=C(C=C1)C1=C(C=CC=C1)C1=NN=NN1C(C1=CC=CC=C1)(C1=CC=CC=C1)C1=CC=CC=C1 (6-butyl-2-methyl-5-[(2'-(N-triphenylmethyl-tetrazol-5-yl)biphen-4-yl)methyl]pyrimidin-4(3H)-one), [OH-].[Na+] (NaOH), C=1C=CC2=C(C1)C(=O)OC2(C=3C=CC(=CC3)O)C=4C=CC(=CC4)O (phenolphthalein). Run in CO (methanol). Run at time 20 minute. Product: C(CCC)C1=C(C(NC(=N1)C)=O)CC1=CC=C(C=C1)C1=C(C=CC=C1)C1=NN=NN1 (6-Butyl-2-methyl-5-[(2'-(tetrazol-5-yl)biphen-4-yl)-methyl]pyrimidin-4-(3H)-one). Reaction SMILES: [CH2:1]([C:5]1[N:10]=[C:9]([CH3:11])[NH:8][C:7](=[O:12])[C:6]=1[CH2:13][C:14]1[CH:19]=[CH:18][C:17]([C:20]2[CH:25]=[CH:24][CH:23]=[CH:22][C:21]=2[C:26]2[N:30](C(C3C=CC=CC=3)(C3C=CC=CC=3)C3C=CC=CC=3)[N:29]=[N:28][N:27]=2)=[CH:16][CH:15]=1)[CH2:2][CH2:3][CH3:4].C1C=CC2C(C3C=CC(O)=CC=3)(C3C=CC(O)=CC=3)OC(=O)C=2C=1.[OH-].[Na+].C(O)(=O)C>CO>[CH2:1]([C:5]1[N:10]=[C:9]([CH3:11])[NH:8][C:7](=[O:12])[C:6]=1[CH2:13][C:14]1[CH:19]=[CH:18][C:17]([C:20]2[CH:25]=[CH:24][CH:23]=[CH:22][C:21]=2[C:26]2[NH:30][N:29]=[N:28][N:27]=2)=[CH:16][CH:15]=1)[CH2:2][CH2:3][CH3:4] |f:2.3|. Procedure details: The title compound may be prepared by dissolving 6-butyl-2-methyl-5-[(2'-(N-triphenylmethyl-tetrazol-5-yl)biphen-4-yl)methyl]pyrimidin-4(3H)-one in methanol and adding excess concentrated HC1 and stirring for 10-30 minutes. An indicator quantity of phenolphthalein is added followed by 10% NaOH solution until pink. Excess acetic acid is added and the mixture is extracted three times with ether. The combined organic material is dried over MgSO4, stripped of solvent in vacuo, and MPLC'd to give the... The reactants are OCC=1C=C(CN2CCC(CC2)N2C(NC3=CC=CC=C3C2C2=CC=CC=C2)=O)C=CC1 (3-[1-(3-hydroxymethylbenzyl) piperidin-4-yl]-4-phenyl-3,4-dihydro-2(1H)-quinazolinone), [H-].[Na+] (sodium hydride), O (water), BrCCC (1-bromopropane). Reagents/catalysts: [I-].C(CCC)[N+](CCCC)(CCCC)CCCC (tetrabutylammonium iodide). Solvent: CN(C)C=O (DMF). Run at time 5 minute. Yields the product C(CC)N1C(N(C(C2=CC=CC=C12)C1=CC=CC=C1)C1CCN(CC1)CC1=CC(=CC=C1)CO)=O (1-Propyl-3-[1-(3-hydroxymethylbenzyl)piperidin-4-yl]-4-phenyl-3,4-dihydro-2(1H)-quinazolinone). Isolated yield 42.7%. Reaction SMILES: [OH:1][CH2:2][C:3]1[CH:4]=[C:5]([CH:30]=[CH:31][CH:32]=1)[CH2:6][N:7]1[CH2:12][CH2:11][CH:10]([N:13]2[CH:22]([C:23]3[CH:28]=[CH:27][CH:26]=[CH:25][CH:24]=3)[C:21]3[C:16](=[CH:17][CH:18]=[CH:19][CH:20]=3)[NH:15][C:14]2=[O:29])[CH2:9][CH2:8]1.[H-].[Na+].Br[CH2:36][CH2:37][CH3:38].O>CN(C=O)C.[I-].C([N+](CCCC)(CCCC)CCCC)CCC>[CH2:36]([N:15]1[C:16]2[C:21](=[CH:20][CH:19]=[CH:18][CH:17]=2)[CH:22]([C:23]2[CH:24]=[CH:25][CH:26]=[CH:27][CH:28]=2)[N:13]([CH:10]2[CH2:11][CH2:12][N:7]([CH2:6][C:5]3[CH:30]=[CH:31][CH:32]=[C:3]([CH2:2][OH:1])[CH:4]=3)[CH2:8][CH2:9]2)[C:14]1=[O:29])[CH2:37][CH3:38] |f:1.2,6.7|. Reported procedure: To a solution of 100 mg (0.234 mmol) of 3-[1-(3-hydroxymethylbenzyl) piperidin-4-yl]-4-phenyl-3,4-dihydro-2(1H)-quinazolinone in 2 ml of DMF, 11.2 mg (0.28 mmol) of sodium hydride (60%) were added under ice-cooling and stirred at the same temperature for 5 minutes and at room temperature for 5 minutes. After ice-cooling again, 0.032 ml (0.35 mmol) of 1-bromopropane was added thereto and stirred under ice-cooling for 3 hours and at room temperature for 6 hours. To the reaction mixture, 2 mg of te... Yields the product CCCCCCSC=CCO. As a reaction SMILES: [CH2:1]([CH2:2][CH2:3][CH2:4][CH2:5][CH3:6])[S:7][CH:8]=[CH:9][C:10](=[O:11])[O:12][CH3:13].[CH3:14][CH:15]([CH2:16][AlH:17][CH2:18][CH:19]([CH3:20])[CH3:21])[CH3:22].[CH3:23][CH2:24][CH2:25][CH2:26][CH2:27][CH3:28]>>[CH2:1]([CH2:2][CH2:3][CH2:4][CH2:5][CH3:6])[S:7][CH:8]=[CH:9][CH2:10][OH:11]. Reactants: CCCCCCSC=CC(=O)OC, CC(C)C[AlH]CC(C)C, CCCCCC. Starting materials: solution, Cl (hydrogen chloride), C(C)(C)(C)OC(=O)N1[C@H](C(=O)NC(C)(C)C)[C@@H](CC1)O[Si](C)(C)C(C)(C)C ((3R)-1-t-butoxycarbonyl-N-t-butyl-3-t-butyldimethylsilyloxy-L-prolinamide), (3E)-N-t-butyl-3-t-butyldimethylsilyloxy-L-prolinamide hydrochloride, C(C1=CC=CC=C1)OC(=O)N[C@@H](CC(N)=O)C(=O)N[C@H]([C@@H](C(=O)O)O)CC1=CC=CC=C1 ((2S,3S)-3-(N2 -benzyloxycarbonyl-L-asparaginyl)amino-2-hydroxy-4-phenylbutyric acid). Run in O1CCOCC1 (dioxane), CO (methanol). Run at time 1 hour. The product is C(C1=CC=CC=C1)OC(=O)N[C@@H](CC(N)=O)C(=O)N[C@H]([C@@H](C(=O)N1[C@H](C(=O)NC(C)(C)C)[C@@H](CC1)O)O)CC1=CC=CC=C1 ((3R)-1-[(2S,3S)-3-(N2 -Benzyloxycarbonyl-L-asparaginyl)amino-2-hydroxy-4-phenylbutyryl]-N-t-butyl-3-hydroxy-L-prolinamide). Yield: 41.5%. RXN SMILES: Cl.C(O[C:7]([N:9]1[CH2:20][CH2:19][C@@H:18]([O:21][Si](C(C)(C)C)(C)C)[C@H:10]1[C:11]([NH:13][C:14]([CH3:17])([CH3:16])[CH3:15])=[O:12])=[O:8])(C)(C)C.[CH2:29]([O:36][C:37]([NH:39][C@H:40]([C:45]([NH:47][C@@H:48]([CH2:54][C:55]1[CH:60]=[CH:59][CH:58]=[CH:57][CH:56]=1)[C@H:49]([OH:53])C(O)=O)=[O:46])[CH2:41][C:42](=[O:44])[NH2:43])=[O:38])[C:30]1[CH:35]=[CH:34][CH:33]=[CH:32][CH:31]=1>O1CCOCC1.CO>[CH2:29]([O:36][C:37]([NH:39][C@H:40]([C:45]([NH:47][C@@H:48]([CH2:54][C:55]1[CH:56]=[CH:57][CH:58]=[CH:59][CH:60]=1)[C@H:49]([OH:53])[C:7]([N:9]1[CH2:20][CH2:19][C@@H:18]([OH:21])[C@H:10]1[C:11]([NH:13][C:14]([CH3:15])([CH3:16])[CH3:17])=[O:12])=[O:8])=[O:46])[CH2:41][C:42](=[O:44])[NH2:43])=[O:38])[C:30]1[CH:31]=[CH:32][CH:33]=[CH:34][CH:35]=1. Reported procedure: 1.5 ml of a 4N solution of hydrogen chloride in dioxane were added to a solution of 50 mg (0.13 mmol) of (3R)-1-t-butoxycarbonyl-N-t-butyl-3-t-butyldimethylsilyloxy-L-prolinamide (prepared as described in Preparation 12) in 0.5 ml of methanol, and the mixture was stirred at room temperature for 1 hour. The solvent was removed by distillation under reduced pressure, and the resulting residue was mixed with benzene. The excess hydrogen chloride was then removed by distillation as an azeotrope with... Starting materials: CC(=O)OC(C)=O, ClCCl, O=C(NC1CCNCC1)c1cc2ccccc2n1Cc1cc(-c2ccc(Cl)s2)on1. The product is CC(=O)N1CCC(NC(=O)c2cc3ccccc3n2Cc2cc(-c3ccc(Cl)s3)on2)CC1. RXN SMILES: [C:31]([CH3:32])(=[O:33])[O:34][C:35](=[O:36])[CH3:37].[Cl:38][CH2:39][Cl:40].[NH:1]1[CH2:2][CH2:3][CH:4]([NH:7][C:8](=[O:9])[c:10]2[n:11]([CH2:19][c:20]3[n:21][o:22][c:23](-[c:25]4[s:26][c:27]([Cl:30])[cH:28][cH:29]4)[cH:24]3)[c:12]3[cH:13][cH:14][cH:15][cH:16][c:17]3[cH:18]2)[CH2:5][CH2:6]1>>[N:1]1([C:31]([CH3:32])=[O:33])[CH2:2][CH2:3][CH:4]([NH:7][C:8](=[O:9])[c:10]2[n:11]([CH2:19][c:20]3[n:21][o:22][c:23](-[c:25]4[s:26][c:27]([Cl:30])[cH:28][cH:29]4)[cH:24]3)[c:12]3[cH:13][cH:14][cH:15][cH:16][c:17]3[cH:18]2)[CH2:5][CH2:6]1.